From a dataset of the Open Reaction Database (ORD), a public repository of structured organic reaction records. describe an organic reaction: reactants, conditions, products, and yield The reactants are CON=C(C#N)C=1CNCCC1 (α-(Methoxyimino)-α-(1,2,5,6-tetrahydropyridin-3-yl)acetonitrile), ClC(=O)OC1=CC=CC=C1 (phenyl chloroformate). The product is CON=C(C#N)C=1CN(CCC1)C(=O)OC1=CC=CC=C1 (α-(Methoxyimino)-α-[1,2,5,6-tetrahydro-1-(phenyloxycarbonyl)pyridin-3-yl]acetonitrile). Yield: 81.8%. As a reaction SMILES: [CH3:1][O:2][N:3]=[C:4]([C:7]1[CH2:8][NH:9][CH2:10][CH2:11][CH:12]=1)[C:5]#[N:6].Cl[C:14]([O:16][C:17]1[CH:22]=[CH:21][CH:20]=[CH:19][CH:18]=1)=[O:15]>>[CH3:1][O:2][N:3]=[C:4]([C:7]1[CH2:8][N:9]([C:14]([O:16][C:17]2[CH:22]=[CH:21][CH:20]=[CH:19][CH:18]=2)=[O:15])[CH2:10][CH2:11][CH:12]=1)[C:5]#[N:6]. Procedure details: α-(Methoxyimino)-α-(1,2,5,6-tetrahydropyridin-3-yl)acetonitrile (D8) (0.5 g, 0.003 moles) was treated with phenyl chloroformate (0.42 ml, 0.0033 moles) according to the method of Example 1. The crude product was crystallised from diethyl ether/pentane to give the title compound (E3) as a white crystalline solid (0.7 g, 81%) m.p. 111°-112° C. Starting materials: NC(C)CCCC(C)(C)C1=CC(=C(C=C1)N)C(C)C (2-amino-6-(4-amino-3-isopropylphenyl)-6-methylheptane), Cl (hydrochloric acid). Reagents/catalysts: Nishimura catalyst. Conditions: time 46 hour. Product: NC(C)CCCC(C)(C)C1CC(C(CC1)N)C(C)C (2-amino-6-(4-amino-3-isopropylcyclohexyl)-6-methylheptane). RXN SMILES: [NH2:1][CH:2]([CH2:4][CH2:5][CH2:6][C:7]([C:10]1[CH:15]=[CH:14][C:13]([NH2:16])=[C:12]([CH:17]([CH3:19])[CH3:18])[CH:11]=1)([CH3:9])[CH3:8])[CH3:3].Cl>>[NH2:1][CH:2]([CH2:4][CH2:5][CH2:6][C:7]([CH:10]1[CH2:15][CH2:14][CH:13]([NH2:16])[CH:12]([CH:17]([CH3:19])[CH3:18])[CH2:11]1)([CH3:8])[CH3:9])[CH3:3]. Procedure: 5.2 Parts of 2-amino-6-(4-amino-3-isopropylphenyl)-6-methylheptane in 61 parts of 1N aqueous hydrochloric acid were hydrogenated at room temperature and atmospheric pressure using 1.0 parts of Nishimura catalyst. Thereafter at 7 and 24 hours respectively further 1.0 and 0.5 part additions of catalyst was made and the hydrogenation was complete after 46 hours with a 103% theory uptake. The work up followed Example 1, and gave, on distillation, 4.2 parts 2-amino-6-(4-amino-3-isopropylcyclohexyl)-6... Reactants: COC1=CC=C(C=C1)B(O)O (4-Methoxyphenylboronic acid), BrC1=C(C=C(C=C1)OC)[N+](=O)[O-] (4-bromo-3-nitroanisole), 1a. Product: COC1=CC(=C(C=C1)C1=CC=C(C=C1)OC)[N+](=O)[O-] (4,4'-Dimethoxy-2-nitro-1,1'-biphenyl). Yield: 90.0%. As a reaction SMILES: [CH3:1][O:2][C:3]1[CH:8]=[CH:7][C:6](B(O)O)=[CH:5][CH:4]=1.Br[C:13]1[CH:18]=[CH:17][C:16]([O:19][CH3:20])=[CH:15][C:14]=1[N+:21]([O-:23])=[O:22]>>[CH3:20][O:19][C:16]1[CH:17]=[CH:18][C:13]([C:6]2[CH:7]=[CH:8][C:3]([O:2][CH3:1])=[CH:4][CH:5]=2)=[C:14]([N+:21]([O-:23])=[O:22])[CH:15]=1. Procedure details: 4-Methoxyphenylboronic acid was reacted with 4-bromo-3-nitroanisole as described for 1a to furnish a yellow solid (90% yield): mp 122°-124° C.; [Lund, H. et al, Acta. Chem. Scand., 20, 1631-1644 (1966)]1H NMR (CDCl3) δ7.30 (m, 2H), 7.18 (d, 2H, J=9.0 Hz), 7.10 (d, 1H, J=8.4 Hz), 6.92 (d, 2H, J=9.0 Hz), 3.87 (s, 3H), 3.82 (s, 3H); 13C NMR (CDCl3): δ159.37, 158.80, 149.69, 132.76, 129.43, 129.19, 128.21, 118.60, 114.12, 108.90, 55.89, 55.28. Anal. Calcd for C14H13NO4 : C, 64.86; H, 5.05; N, 5.40. ... Starting materials: CC(C)(C)c1ccccc1C(=O)Cl, CCN, O. Yields the product CCNC(=O)c1ccccc1C(C)(C)C. RXN SMILES: [C:1]([CH3:2])([CH3:3])([CH3:4])[c:5]1[c:6]([C:7](=[O:8])[Cl:9])[cH:10][cH:11][cH:12][cH:13]1.[CH3:14][CH2:15][NH2:16].[OH2:17]>>[C:1]([CH3:2])([CH3:3])([CH3:4])[c:5]1[c:6]([C:7](=[O:8])[NH:16][CH2:15][CH3:14])[cH:10][cH:11][cH:12][cH:13]1. Reactants: ClC1=CC2=C(N=N1)CCN(C2)C(=O)C=2C(=CC=CC2)C (3-chloro-5,6,7,8-tetrahydro-6-(o-toluoyl)pyrido[4,3-c]pyridazine), O.NN (hydrazine hydrate), bis[3-hydrazino-5,6,7,8-tetrahydro-6-(o-toluoyl)pyrido[4,3-c]pyridazine]trisfumarate. Solvent: C(C)O (ethanol). The product is N(N)C1=CC2=C(N=N1)CCN(C2)C(=O)C=2C(=CC=CC2)C (3-Hydrazino-5,6,7,8-tetrahydro-6-(o-toluoyl)pyrido[4,3-c]pyridazine). Reaction SMILES: Cl[C:2]1[N:7]=[N:6][C:5]2[CH2:8][CH2:9][N:10]([C:12]([C:14]3[C:15]([CH3:20])=[CH:16][CH:17]=[CH:18][CH:19]=3)=[O:13])[CH2:11][C:4]=2[CH:3]=1.O.[NH2:22][NH2:23]>C(O)C>[NH:22]([C:2]1[N:7]=[N:6][C:5]2[CH2:8][CH2:9][N:10]([C:12]([C:14]3[C:15]([CH3:20])=[CH:16][CH:17]=[CH:18][CH:19]=3)=[O:13])[CH2:11][C:4]=2[CH:3]=1)[NH2:23] |f:1.2|. Procedure: 13.0 g of 3-chloro-5,6,7,8-tetrahydro-6-(o-toluoyl)pyrido[4,3-c]pyridazine and 100 cc of hydrazine hydrate are reacted as described in Example 4. Reaction time 2 hours. The bis[3-hydrazino-5,6,7,8-tetrahydro-6-(o-toluoyl)pyrido[4,3-c]pyridazine]trisfumarate has a M.P. of 98°-100° (decomp., from 95% ethanol). The reactants are CN(C)CC1CCCCC1(C2=CC=CC(=C2)OC)O.Cl (tramadol HCL), OC1[C@H](N)[C@@H](O)[C@H](O)[C@H](O1)CO.CN(C)CC1CCCCC1(C2=CC=CC(=C2)OC)O (glucosamine tramadol), S(=O)(=O)(O)O.OC1[C@H](N)[C@@H](O)[C@H](O)[C@H](O1)CO (glucosamine sulfate). Reagents/catalysts: TWEEN®-80. Solvent: O (water), O (water). Yields the product S(=O)(=O)(O)O.OC1[C@H](N)[C@@H](O)[C@H](O)[C@H](O1)CO (glucosamine sulfate), CN(C)CC1CCCCC1(C2=CC=CC(=C2)OC)O (tramadol). As a reaction SMILES: [OH:1][CH:2]1[O:10][C@H:9]([CH2:11][OH:12])[C@@H:7]([OH:8])[C@H:5]([OH:6])[C@H:3]1[NH2:4].[CH3:13][N:14]([CH2:16][CH:17]1[C:22]([OH:31])([C:23]2[CH:28]=[C:27]([O:29][CH3:30])[CH:26]=[CH:25][CH:24]=2)[CH2:21][CH2:20][CH2:19][CH2:18]1)[CH3:15].[S:32]([OH:36])([OH:35])(=[O:34])=[O:33].OC1O[C@H](CO)[C@@H](O)[C@H](O)[C@H]1N.CN(CC1C(O)(C2C=C(OC)C=CC=2)CCCC1)C.Cl>O>[S:32]([OH:36])([OH:35])(=[O:34])=[O:33].[OH:1][CH:2]1[O:10][C@H:9]([CH2:11][OH:12])[C@@H:7]([OH:8])[C@H:5]([OH:6])[C@H:3]1[NH2:4].[CH3:15][N:14]([CH2:16][CH:17]1[C:22]([OH:31])([C:23]2[CH:28]=[C:27]([O:29][CH3:30])[CH:26]=[CH:25][CH:24]=2)[CH2:21][CH2:20][CH2:19][CH2:18]1)[CH3:13] |f:0.1,2.3,4.5,7.8|. Reported procedure: Solutions of glucosamine/tramadol combinations with different ratios were prepared and concentrations of each component expressed as mg per 10 mL of distilled water. For example, 250 mg of glucosamine sulfate and 10 mg of tramadol HCL were added to 10 mL of water with 2 drops of TWEEN®-80, a pharmacological dispersant, to yield a glucosamine sulfate to tramadol weight ratio of 25:1 (250 mg: 10 mg), which corresponds to a glucosamine to tramadol weight ratio of about 15:1. The reactants are COC(=O)C(CCC(=S)N(CCNC(=O)OC(C)(C)C)CCNC(=O)OC(C)(C)C)NC(=O)OC(C)(C)C, CO, [Na+], [OH-]. Product: CC(C)(C)OC(=O)NCCN(CCNC(=O)OC(C)(C)C)C(=S)CCC(NC(=O)OC(C)(C)C)C(=O)O. As a reaction SMILES: [C:1]([CH3:2])([CH3:3])([CH3:4])[O:5][C:6](=[O:7])[NH:8][CH2:9][CH2:10][N:11]([C:12](=[S:13])[CH2:14][CH2:15][CH:16]([C:17](=[O:18])[O:19][CH3:20])[NH:21][C:22](=[O:23])[O:24][C:25]([CH3:26])([CH3:27])[CH3:28])[CH2:29][CH2:30][NH:31][C:32](=[O:33])[O:34][C:35]([CH3:36])([CH3:37])[CH3:38].[CH3:41][OH:42].[Na+:40].[OH-:39]>>[C:1]([CH3:2])([CH3:3])([CH3:4])[O:5][C:6](=[O:7])[NH:8][CH2:9][CH2:10][N:11]([C:12](=[S:13])[CH2:14][CH2:15][CH:16]([C:17](=[O:18])[OH:19])[NH:21][C:22](=[O:23])[O:24][C:25]([CH3:26])([CH3:27])[CH3:28])[CH2:29][CH2:30][NH:31][C:32](=[O:33])[O:34][C:35]([CH3:36])([CH3:37])[CH3:38]. Reactants: O (water), [H-].[Na+] (sodium hydride), C(CC)SC=1N(C(C2=C(N1)NC(C=C2)=O)=O)C2=CC=C(C=C2)OCC(F)(F)F (2-(propylsulfanyl)-3-[4-(2,2,2-trifluoroethoxy)phenyl]pyrido[2,3-d]pyrimidine-4,7(3H,8H)-dione), FC(CO)(COC)F (2,2-difluoro-3-methoxypropan-1-ol). The solvent is O1CCCC1 (tetrahydrofuran). Run at time 10 minute. The product is FC(COC=1N(C(C2=C(N1)NC(C=C2)=O)=O)C2=CC=C(C=C2)OCC(F)(F)F)(COC)F (2-(2,2-difluoro-3-methoxypropoxy)-3-[4-(2,2,2-trifluoroethoxy)phenyl]pyrido[2,3-d]pyrimidine-4,7(3H,8H)-dione). Yield: 4.3%. RXN SMILES: [H-].[Na+].[F:3][C:4]([F:10])([CH2:7][O:8][CH3:9])[CH2:5][OH:6].C(S[C:15]1[N:16]([C:27]2[CH:32]=[CH:31][C:30]([O:33][CH2:34][C:35]([F:38])([F:37])[F:36])=[CH:29][CH:28]=2)[C:17](=[O:26])[C:18]2[CH:24]=[CH:23][C:22](=[O:25])[NH:21][C:19]=2[N:20]=1)CC.O>O1CCCC1>[F:3][C:4]([F:10])([CH2:7][O:8][CH3:9])[CH2:5][O:6][C:15]1[N:16]([C:27]2[CH:32]=[CH:31][C:30]([O:33][CH2:34][C:35]([F:36])([F:38])[F:37])=[CH:29][CH:28]=2)[C:17](=[O:26])[C:18]2[CH:24]=[CH:23][C:22](=[O:25])[NH:21][C:19]=2[N:20]=1 |f:0.1|. Procedure details: To a suspension of sodium hydride (60% in oil, 29 mg) in tetrahydrofuran (5 ml) was added 2,2-difluoro-3-methoxypropan-1-ol (151 mg) at room temperature, and the mixture was stirred at room temperature for 10 min. To the reaction mixture was added 2-(propylsulfanyl)-3-[4-(2,2,2-trifluoroethoxy)phenyl]pyrido[2,3-d]pyrimidine-4,7(3H,8H)-dione (165 mg), and the mixture was stirred at room temperature for 5 hr. The reaction mixture was added to water, and the mixture was extracted with ethyl acetate...